Dataset: the Open Reaction Database (ORD), a public repository of structured organic reaction records. Task: describe an organic reaction: reactants, conditions, products, and yield Starting materials: COCCCN1C(COC2=C1C=C(C=C2)COC2CN(CCC2C2=CC=C(C=C2)OCCOS(=O)(=O)C2=CC=C(C=C2)C)C(=O)OCC2=CC=CC=C2)=O (benzyl 3-[4-(3-methoxypropyl)-3-oxo-3,4-dihydro-2H-benzo[1,4]oxazin-6-ylmethoxy]-4-{4-[2-(toluene-4-sulphonyloxy)ethoxy]phenyl}piperidinecarboxylate), C(C)OC1=C(C=CC=C1)O (ethoxyphenol). The product is C(C)OC=1C=C(OCCOC2=CC=C(C=C2)C2C(CN(CC2)C(=O)OCC2=CC=CC=C2)OCC=2C=CC3=C(N(C(CO3)=O)CCCOC)C2)C=CC1 (Benzyl 4-{4-[2-(3-ethoxyphenoxy)ethoxy]phenyl}-3-[4-(3-methoxypropyl)-3-oxo-3,4-dihydro-2H-benzo[1,4]oxazin-6-ylmethoxy]piperidinecarboxylate). Reaction SMILES: [CH3:1][O:2][CH2:3][CH2:4][CH2:5][N:6]1[C:11]2[CH:12]=[C:13]([CH2:16][O:17][CH:18]3[CH:23]([C:24]4[CH:29]=[CH:28][C:27]([O:30][CH2:31][CH2:32][O:33]S(C5C=CC(C)=CC=5)(=O)=O)=[CH:26][CH:25]=4)[CH2:22][CH2:21][N:20]([C:44]([O:46][CH2:47][C:48]4[CH:53]=[CH:52][CH:51]=[CH:50][CH:49]=4)=[O:45])[CH2:19]3)[CH:14]=[CH:15][C:10]=2[O:9][CH2:8][C:7]1=[O:54].[CH2:55]([O:57][C:58]1[CH:63]=[CH:62][CH:61]=[CH:60][C:59]=1O)[CH3:56]>>[CH2:55]([O:57][C:58]1[CH:59]=[C:60]([CH:61]=[CH:62][CH:63]=1)[O:33][CH2:32][CH2:31][O:30][C:27]1[CH:28]=[CH:29][C:24]([CH:23]2[CH2:22][CH2:21][N:20]([C:44]([O:46][CH2:47][C:48]3[CH:49]=[CH:50][CH:51]=[CH:52][CH:53]=3)=[O:45])[CH2:19][CH:18]2[O:17][CH2:16][C:13]2[CH:14]=[CH:15][C:10]3[O:9][CH2:8][C:7](=[O:54])[N:6]([CH2:5][CH2:4][CH2:3][O:2][CH3:1])[C:11]=3[CH:12]=2)=[CH:25][CH:26]=1)[CH3:56]. Procedure: Analogously to Method I, 0.420 g of benzyl 3-[4-(3-methoxypropyl)-3-oxo-3,4-dihydro-2H-benzo[1,4]oxazin-6-ylmethoxy]-4-{4-[2-(toluene-4-sulphonyloxy)ethoxy]phenyl}piperidinecarboxylate and 0.124 g of ethoxyphenol are reacted. The title compound is obtained as a dark yellow oil. Rf=0.16 (1:1 EtOAc-heptane); Rt=5.68. Starting materials: [H-].[H-].[H-].[H-].[Li+].[Al+3] (LiAlH4), N1N=CC2=NC(=CC=C21)C(=O)OC (1H-pyrazolo[4,3-b]pyridine-5-carboxylic acid, methyl ester), [OH-].[Na+] (NaOH). Solvent: CCOCC (ether), C1CCOC1 (THF). Run at temperature 0 celsius, time 3 hour. Yields the product N1N=CC2=NC(=CC=C21)CO (1H-pyrazolo[4,3-b]pyridine-5-methanol). Isolated yield 76.4%. RXN SMILES: [NH:1]1[C:9]2[C:4](=[N:5][C:6]([C:10](OC)=[O:11])=[CH:7][CH:8]=2)[CH:3]=[N:2]1.[H-].[H-].[H-].[H-].[Li+].[Al+3].[OH-].[Na+]>C1COCC1.CCOCC>[NH:1]1[C:9]2[C:4](=[N:5][C:6]([CH2:10][OH:11])=[CH:7][CH:8]=2)[CH:3]=[N:2]1 |f:1.2.3.4.5.6,7.8|. Procedure details: 1H-pyrazolo[4,3-b]pyridine-5-carboxylic acid, methyl ester (420 mg, 2.37 mmol) was dissolved in THF (30 mL) and cooled to 0° C. LiAlH4 (360 mg, 9.48 mmol) was added in one portion. The mixture was stirred at 0° C. for 3 hr, and diluted with ether. 50% NaOH (5 mL) was added to quench the reaction, and the solid was filtered off through Celite. The filtrate was concentrated, and the residue was purified by flash chromatography to afford 1H-pyrazolo[4,3-b]pyridine-5-methanol (270 mg, 76.4%). The reactants are ClCC(COC1N(C(C2=CC=CC=C12)=O)C1=CC=CC=C1)C (3-(3-chloro-2-methylpropoxy)-2-phenyl-isoindolin-1-one), C(C)(C)N (isopropylamine), C(C(=O)O)(=O)O (oxalic acid). Solvent: CC(=O)C (acetone), CC(=O)C (acetone). Conditions: temperature 2 celsius. Product: C(C(=O)O)(=O)O.C(C)(C)NCC(COC1N(C(C2=CC=CC=C12)=O)C1=CC=CC=C1)C (3-(3-isopropylamino-2-methylpropoxy)-2-phenyl-isoindolin-1-one hydrogen oxalate). RXN SMILES: Cl[CH2:2][CH:3]([CH3:22])[CH2:4][O:5][CH:6]1[C:14]2[C:9](=[CH:10][CH:11]=[CH:12][CH:13]=2)[C:8](=[O:15])[N:7]1[C:16]1[CH:21]=[CH:20][CH:19]=[CH:18][CH:17]=1.[C:23]([OH:28])(=[O:27])[C:24]([OH:26])=[O:25].[CH:29]([NH2:32])([CH3:31])[CH3:30]>CC(C)=O>[C:23]([OH:28])(=[O:27])[C:24]([OH:26])=[O:25].[CH:29]([NH:32][CH2:2][CH:3]([CH3:22])[CH2:4][O:5][CH:6]1[C:14]2[C:9](=[CH:10][CH:11]=[CH:12][CH:13]=2)[C:8](=[O:15])[N:7]1[C:16]1[CH:21]=[CH:20][CH:19]=[CH:18][CH:17]=1)([CH3:31])[CH3:30] |f:4.5|. Reported procedure: A solution of 3-(3-chloro-2-methylpropoxy)-2-phenyl-isoindolin-1-one (24.7 g.) in isopropylamine (250 cc.) is heated in an autoclave at 120°C. for 24 hours. After cooling, the reaction mixture is concentrated to dryness under reduced pressure and the residue is then taken up in a 5N aqueous solution of sodium hydroxide (30 cc.), water (200 cc.) and diethyl ether (200 cc.). The ether solution is washed three times with distilled water (total 150 cc.) and is extracted four times with a 2N aqueous ... Starting materials: CN1C(=NC=C1[N+](=O)[O-])C(OCC)=N (ethyl 1-methyl-5-nitro-2-imidazolecarboximidate), NNC(=S)N (thiosemicarbazide), OS(=O)(=O)O (H2SO4). The solvent is CO (methanol). The product is CN1C(=NC=C1[N+](=O)[O-])C(=N)NNC(=S)N (1-(1-Methyl-5-nitro-imidazolecarboximidoyl)-3-thiosemicarbazide). Reaction SMILES: [CH3:1][N:2]1[C:6]([N+:7]([O-:9])=[O:8])=[CH:5][N:4]=[C:3]1[C:10](=[NH:14])OCC.[NH2:15][NH:16][C:17]([NH2:19])=[S:18].OS(O)(=O)=O>CO>[CH3:1][N:2]1[C:6]([N+:7]([O-:9])=[O:8])=[CH:5][N:4]=[C:3]1[C:10]([NH:15][NH:16][C:17]([NH2:19])=[S:18])=[NH:14]. Procedure details: To a stirred mixture of ethyl 1-methyl-5-nitro-2-imidazolecarboximidate (0.198 g., 0.001 mole) and thiosemicarbazide (0.091 g., 0.001 mole) in 5 ml. of methanol is added 1 drop of cone. H2SO4 and the mixture is stirred at room temperature for 50 minutes. The solid is filtered and washed with methanol, yielding 0.149 g. of the title compound, melting point 200°-201°C. dec. The reactants are N#N (N2), solution, BrCCCCC#N (5-bromovaleronitrile), N1CCCC1 (pyrrolidine), C(=O)([O-])[O-].[K+].[K+] (K2CO3), nitrile. Reagents/catalysts: [Ni] (Raney Nickel). The solvent is CCO (EtOH), CC#N (CH3CN). Yields the product N1(CCCC1)CCCCCN (5-(pyrrolidin-1-yl)pentan-1-amine). Reaction SMILES: N#N.Br[CH2:4][CH2:5][CH2:6][CH2:7][C:8]#[N:9].[NH:10]1[CH2:14][CH2:13][CH2:12][CH2:11]1.C([O-])([O-])=O.[K+].[K+]>CC#N.CCO.[Ni]>[N:10]1([CH2:4][CH2:5][CH2:6][CH2:7][CH2:8][NH2:9])[CH2:14][CH2:13][CH2:12][CH2:11]1 |f:3.4.5|. Procedure details: In a flame dried round-bottomed flask equipped with a magnetic stir bar and under inert atmosphere (N2), a mixture of 5-bromovaleronitrile (0.21 mL, 1.80 mmol), pyrrolidine (0.15 mL, 1.81 mmol), K2CO3 (498 mg, 3.60 mmol) and KI (60 mg, 0.36 mmol) in dry CH3CN (15 mL) was refluxed for 1 h. The mixture was filtered and concentrated under reduced pressure. A 0.05 mol/L solution of the crude nitrile (59 mg, 0.39 mmol) in EtOH (8 mL) was hydrogenated at rt using the H-Cube® (1 mL/min) with a Raney Ni... Starting materials: 2C, C1(CC1)CCN1C(C(C2=CC=CC=C12)(C1=CC2=C(OCO2)C=C1O)O)=O (1-(2-cyclopropylethyl)-3-hydroxy-3-(6-hydroxy-1,3-benzodioxol-5-yl)-1,3-dihydro-2H-indol-2-one), C1(=CC=CC=C1)C(N1C(C(C2=CC=CC=C12)(C1=CC2=C(OCO2)C=C1O)O)=O)C1=CC=CC=C1 (1-(diphenylmethyl)-3-hydroxy-3-(6-hydroxy-1,3-benzodioxol-5-yl)-1,3-dihydro-2H-indol-2-one). Yields the product C1(=CC=CC=C1)C(N1C(C(C2=CC=CC=C12)C1=CC2=C(OCO2)C=C1O)=O)C1=CC=CC=C1 (1-(diphenylmethyl)-3-(6-hydroxy-1,3-benzodioxol-5-yl)-1,3-dihydro-2H-indol-2-one). Reaction SMILES: C1(CCN2C3C(=CC=CC=3)C(O)(C3C(O)=CC4OCOC=4C=3)C2=O)CC1.[C:27]1([CH:33]([C:55]2[CH:60]=[CH:59][CH:58]=[CH:57][CH:56]=2)[N:34]2[C:42]3[C:37](=[CH:38][CH:39]=[CH:40][CH:41]=3)[C:36](O)([C:43]3[C:51]([OH:52])=[CH:50][C:46]4[O:47][CH2:48][O:49][C:45]=4[CH:44]=3)[C:35]2=[O:54])[CH:32]=[CH:31][CH:30]=[CH:29][CH:28]=1>>[C:55]1([CH:33]([C:27]2[CH:32]=[CH:31][CH:30]=[CH:29][CH:28]=2)[N:34]2[C:42]3[C:37](=[CH:38][CH:39]=[CH:40][CH:41]=3)[CH:36]([C:43]3[C:51]([OH:52])=[CH:50][C:46]4[O:47][CH2:48][O:49][C:45]=4[CH:44]=3)[C:35]2=[O:54])[CH:56]=[CH:57][CH:58]=[CH:59][CH:60]=1. Reported procedure: Following the procedure as described in PREPARATION 2C, and making the variations to replace 1-(2-cyclopropylethyl)-3-hydroxy-3-(6-hydroxy-1,3-benzodioxol-5-yl)-1,3-dihydro-2H-indol-2-one with 1-(diphenylmethyl)-3-hydroxy-3-(6-hydroxy-1,3-benzodioxol-5-yl)-1,3-dihydro-2H-indol-2-one, the title compound was obtained (84%) as an off-white solid: MS (ES+) m/z 458.4 (M+23).